Dataset: the Open Reaction Database (ORD), a public repository of structured organic reaction records. Task: describe an organic reaction: reactants, conditions, products, and yield As a reaction SMILES: F[C:2]1[CH:3]=[CH:4][C:5]([N:8]2[C:16]3[CH:15]=[CH:14][N:13]=[CH:12][C:11]=3[N:10]=[CH:9]2)=[N:6][CH:7]=1.BrC1C=CC([F:24])=CN=1>>[F:24][C:4]1[C:5]([N:8]2[C:16]3[CH:15]=[CH:14][N:13]=[CH:12][C:11]=3[N:10]=[CH:9]2)=[N:6][CH:7]=[CH:2][CH:3]=1. Product: FC=1C(=NC=CC1)N1C=NC=2C=NC=CC21 (1-(3-Fluoropyridin-2-yl)-1H-imidazo[4,5-c]pyridine). The reactants are FC=1C=CC(=NC1)N1C=NC=2C=NC=CC21 (1-(5-Fluoropyridin-2-yl)-1H-imidazo[4,5-c]pyridine), BrC1=NC=C(C=C1)F (2-bromo-5-fluoropyridine). Procedure details: Intermediate 8 was prepared in a manner analogous to Intermediate 1, substituting 2-bromo-3-fluoropyridine for 2-bromo-5-fluoropyridine. MS (ESI): mass calculated for C11H7FN4, 214.07; m/z found 215.1 [M+H]+.